This data is from the Open Reaction Database (ORD), a public repository of structured organic reaction records. The task is: describe an organic reaction: reactants, conditions, products, and yield Run at time 1 hour. Procedure: To a stirred solution of 1.3 grams (0.004 mole) of 4-(diethylphosphono)phenylmethanol and two drops of pyridine in 10 mL of methylene chloride was added 0.39 mL (0.005 mole) of thionyl chloride. Upon completion of the addition, the reaction mixture was stirred for 30 minutes, then washed with 10 mL of water and 10 mL of an aqueous solution saturated with sodium chloride. The organic layer was dried with magnesium sulfate and filtered. The filtrate was concentrated under reduced pressure, yieldin... As a reaction SMILES: [Cl-].[F:2][C:3]([F:29])([F:28])[C:4]1[CH:9]=[CH:8][C:7]([C:10]([C:18]2[CH:23]=[CH:22][C:21]([C:24]([F:27])([F:26])[F:25])=[CH:20][CH:19]=2)([OH:17])[CH:11]2[CH2:16][CH2:15][NH:14][CH2:13][CH2:12]2)=[CH:6][CH:5]=1.C(N(C(C)C)CC)(C)C.[CH2:39]([O:41][P:42]([C:47]1[CH:52]=[CH:51][C:50]([CH2:53]Cl)=[CH:49][CH:48]=1)([O:44][CH2:45][CH3:46])=[O:43])[CH3:40]>CS(C)=O.O>[CH2:45]([O:44][P:42]([C:47]1[CH:48]=[CH:49][C:50]([CH2:53][N:14]2[CH2:13][CH2:12][CH:11]([C:10]([C:7]3[CH:6]=[CH:5][C:4]([C:3]([F:2])([F:28])[F:29])=[CH:9][CH:8]=3)([C:18]3[CH:23]=[CH:22][C:21]([C:24]([F:27])([F:25])[F:26])=[CH:20][CH:19]=3)[OH:17])[CH2:16][CH2:15]2)=[CH:51][CH:52]=1)([O:41][CH2:39][CH3:40])=[O:43])[CH3:46]. The solvent is CS(=O)C (dimethyl sulfoxide), O (water), CS(=O)C (dimethyl sulfoxide). Yields the product C(C)OP(=O)(OCC)C1=CC=C(C=C1)CN1CCC(CC1)C(O)(C1=CC=C(C=C1)C(F)(F)F)C1=CC=C(C=C1)C(F)(F)F (N-[4-(diethylphosphono)phenylmethyl]-4-[bis(4-trifluoromethylphenyl)hydroxymethyl]piperidine). Reactants: [Cl-] (chloride), FC(C1=CC=C(C=C1)C(C1CCNCC1)(O)C1=CC=C(C=C1)C(F)(F)F)(F)F (4-[bis(4-trifluoromethylphenyl)hydroxymethyl]piperidine), C(C)OP(=O)(OCC)C1=CC=C(C=C1)CCl (4-(diethylphosphono)phenylmethyl chloride), C(C)(C)N(CC)C(C)C (diisopropylethylamine). Reactants: ClC1=C(C(=O)O)C=CC(=C1C(OC)=NOC)Cl (2,4-dichloro-3-(1'-(methoxy)imino-1'-methoxymethyl)benzoic acid), S(=O)(Cl)Cl (thionyl chloride). The solvent is C1(=CC=CC=C1)C (toluene). Yields the product ClC1=C(C(=O)Cl)C=CC(=C1C(OC)=NOC)Cl (2,4-dichloro-3-(1'-methoxyimino-1'-(methoxy)methyl)benzoyl chloride). Isolated yield 99.8%. As a reaction SMILES: [Cl:1][C:2]1[C:10]([C:11](=[N:14][O:15][CH3:16])[O:12][CH3:13])=[C:9]([Cl:17])[CH:8]=[CH:7][C:3]=1[C:4](O)=[O:5].S(Cl)([Cl:20])=O>C1(C)C=CC=CC=1>[Cl:1][C:2]1[C:10]([C:11](=[N:14][O:15][CH3:16])[O:12][CH3:13])=[C:9]([Cl:17])[CH:8]=[CH:7][C:3]=1[C:4]([Cl:20])=[O:5]. Reported procedure: A solution of 2.10 g (0.0076 mol) of 2,4-dichloro-3-(1'-(methoxy)imino-1'-methoxymethyl)benzoic acid and 20.00 g of thionyl chloride in 50 ml of dry toluene was stirred for 2 hours at 80° C. After the solvent had been removed in vacuo, 2.25 g of 2,4-dichloro-3-(1'-methoxyimino-1'-(methoxy)methyl)benzoyl chloride were obtained. Reactants: NC(C(=O)O)CCC(=O)OCC1=CC=CC=C1 (2-Amino-5-(benzyloxy)-5-oxopentanoic acid), [Br-].[K+] (potassium bromide), C(C1=CC=CC=C1)OC(C(=O)O)CCC=O ((benzyl-oxy)-5-oxopentanoic acid). The solvent is Br (HBr). Conditions: temperature 0 celsius. Product: C(C1=CC=CC=C1)OC(CCC(C(=O)O)Br)=O (5-(Benzyloxy)-2-bromo-5-oxopentanoic acid). RXN SMILES: N[CH:2]([CH2:6][CH2:7][C:8]([O:10][CH2:11][C:12]1[CH:17]=[CH:16][CH:15]=[CH:14][CH:13]=1)=[O:9])[C:3]([OH:5])=[O:4].[Br-:18].[K+].C(OC(CCC=O)C(O)=O)C1C=CC=CC=1>Br>[CH2:11]([O:10][C:8](=[O:9])[CH2:7][CH2:6][CH:2]([Br:18])[C:3]([OH:5])=[O:4])[C:12]1[CH:17]=[CH:16][CH:15]=[CH:14][CH:13]=1 |f:1.2|. Reported procedure: 2-Amino-5-(benzyloxy)-5-oxopentanoic acid, 20.00 g (0.084 mole), and potassium bromide, 34.1 g (0.29 mole), were dissolved in 80 mL of ˜6N aqueous HBr, previously chilled to 0° C. A stream of nitrogen was bubbled through the solution and the mixture was chilled to −10° C. by means of a cold bath. Sodium nitrite, 6.98 g (0.10 mole) was added in portions over 30 min with stirring, while maintaining the temperature of the reaction from −13° C. to −10° C. After 6 hours stirring at −10° C., the mixtu... Reaction SMILES: [C:1](Cl)(=[O:13])[CH2:2][CH2:3][CH2:4][CH2:5][CH2:6][CH2:7][CH2:8][CH2:9][CH2:10][CH2:11][CH3:12].[NH2:15][CH2:16][CH2:17][CH2:18][N:19]1[CH2:24][CH2:23][N:22]([CH2:25][CH2:26][OH:27])[CH2:21][CH2:20]1.C(=O)(O)[O-].[Na+]>C(Cl)(Cl)Cl>[OH:27][CH2:26][CH2:25][N:22]1[CH2:23][CH2:24][N:19]([CH2:18][CH2:17][CH2:16][NH:15][C:1](=[O:13])[CH2:2][CH2:3][CH2:4][CH2:5][CH2:6][CH2:7][CH2:8][CH2:9][CH2:10][CH2:11][CH3:12])[CH2:20][CH2:21]1 |f:2.3|. Solvent: C(Cl)(Cl)Cl (chloroform). Reported procedure: A 50 mL chloroform solution of 2.45 g. (0.0112 mol) of dodecanoyl chloride was added dropwise under argon to an ice cold 50 mL chloroform solution of 2.12 g. (0.0113 mol) of N-(3-aminopropyl)-N'-(2-hydroxyethyl) piperazine and stirred for one hour maintaining the temperature between 2°-4° C. This reaction mixture was then treated with 100 mL of aqueous sodium bicarbonate and extracted with chloroform (2×50 mL). The combined chloroform layers were washed with aqueous sodium bicarbonate (2×50 mL),... Product: OCCN1CCN(CC1)CCCNC(CCCCCCCCCCC)=O (4-Hydroxyethyl-N-dodecanoyl-1-piperazinepropylamine). The reactants are C([O-])(O)=O.[Na+] (sodium bicarbonate), C(CCCCCCCCCCC)(=O)Cl (dodecanoyl chloride), ice, subject product, NCCCN1CCN(CC1)CCO (N-(3-aminopropyl)-N'-(2-hydroxyethyl) piperazine). The reactants are O=C1CCC(=O)N1Br, CC#N, CC(C#N)(Cn1cc2ccc(Cl)cc2n1)NC(=O)c1ccc(OC(F)(F)F)cc1, O. The product is CC(C#N)(Cn1nc2cc(Cl)ccc2c1Br)NC(=O)c1ccc(OC(F)(F)F)cc1. RXN SMILES: [Br:30][N:31]1[C:32](=[O:33])[CH2:34][CH2:35][C:36]1=[O:37].[CH3:38][C:39]#[N:40].[Cl:1][c:2]1[cH:3][cH:4][c:5]2[cH:6][n:7]([CH2:11][C:12]([CH3:13])([C:14]#[N:15])[NH:16][C:17]([c:18]3[cH:19][cH:20][c:21]([O:24][C:25]([F:26])([F:27])[F:28])[cH:22][cH:23]3)=[O:29])[n:8][c:9]2[cH:10]1.[OH2:41]>>[Cl:1][c:2]1[cH:3][cH:4][c:5]2[c:6]([Br:30])[n:7]([CH2:11][C:12]([CH3:13])([C:14]#[N:15])[NH:16][C:17]([c:18]3[cH:19][cH:20][c:21]([O:24][C:25]([F:26])([F:27])[F:28])[cH:22][cH:23]3)=[O:29])[n:8][c:9]2[cH:10]1.